Task: describe an organic reaction: reactants, conditions, products, and yield. Dataset: the Open Reaction Database (ORD), a public repository of structured organic reaction records The reactants are NC1=NC(=C2N=CN(C2=N1)[C@H]1C[C@@H]([C@H](O1)CO)N=[N+]=[N-])NCC1CC1 (2-amino-9-(3-azido-2,3-dideoxy-β-D-erythropentofuranosyl)-6-cyclopropylmethylamino-9H-purine). Solvent: C(C)(=O)OCC (ethyl acetate). The product is NC1=NC(=C2N=CN(C2=N1)[C@H]1C[C@@H]([C@H](O1)CO)N=[N+]=[N-])N1CCC1 (2-Amino-6-(1-azetidinyl)-9-(3-azido-2,3-dideoxy-β-D-erythropentofuranosyl)-9H-purine). Yield: 56.0%. Reaction SMILES: [NH2:1][C:2]1[N:10]=[C:9]2[C:5]([N:6]=[CH:7][N:8]2[C@@H:11]2[O:15][C@H:14]([CH2:16][OH:17])[C@@H:13]([N:18]=[N+:19]=[N-:20])[CH2:12]2)=[C:4]([NH:21][CH2:22][CH:23]2[CH2:25]C2)[N:3]=1>C(OCC)(=O)C>[NH2:1][C:2]1[N:10]=[C:9]2[C:5]([N:6]=[CH:7][N:8]2[C@@H:11]2[O:15][C@H:14]([CH2:16][OH:17])[C@@H:13]([N:18]=[N+:19]=[N-:20])[CH2:12]2)=[C:4]([N:21]2[CH2:22][CH2:23][CH2:25]2)[N:3]=1. Procedure details: The title compound was prepared in a manner analogous to the preparation of 2-amino-9-(3-azido-2,3-dideoxy-β-D-erythropentofuranosyl)-6-cyclopropylmethylamino-9H-purine (Example 15b). The reaction was worked up in an analogous manner except the combined ethyl acetate fractions were back washed with 150 mL of 1M potassium carbonate two times prior to chromatography. The product was isolated in 56% yield, 0.373 g, mp.=141°-143°C. The reactants are NCC(=O)O (Glycine), [Zn] (Zn), [Zn] (Zn), ( 35.0 ), [O-2].[Zn+2] (Zinc oxide), C(C(C)O)O (Propylene glycol). The solvent is O (water). RXN SMILES: [NH2:1][CH2:2][C:3]([OH:5])=[O:4].[O-2].[Zn+2:7].[Zn].C(O)C(O)C>O>[NH2:1][CH2:2][C:3]([O-:5])=[O:4].[Zn+2:7].[NH2:1][CH2:2][C:3]([O-:5])=[O:4] |f:1.2,6.7.8|. The product is NCC(=O)[O-].[Zn+2].NCC(=O)[O-] (Zinc Glycinate). Reaction conditions: temperature 90 celsius, time 2 hour. Procedure details: Thirty five (35.0) pounds of water were added to a 22 liter vessel and heated to 90° C. Glycine (4.337 lbs.) was then added with stirring, and the solution was heated to 95° C. Zinc oxide (1.766 lbs.) was then added with stirring and heating continued for two hours until the solution was clear (gly/Zn=2.7/1; PG/Zn=3.0/1). Propylene glycol (4.94 lbs.) was then added and heating continued for an additional one-half hour. Reactants: C=CCNC(=O)N1CC(c2ccc(C(C)(C)C)cc2)C1, C#CCN, Clc1ccc(C2CN(C(c3ccccc3)c3ccccc3)C2)cc1Cl. Yields the product C#CCNC(=O)N1CC(c2ccc(Cl)c(Cl)c2)C1. As a reaction SMILES: [C:30]([c:31]1[cH:32][cH:33][c:34]([CH:35]2[CH2:36][N:37]([C:38]([NH:39][CH2:40][CH:41]=[CH2:42])=[O:45])[CH2:43]2)[cH:44][cH:46]1)([CH3:47])([CH3:48])[CH3:49].[CH2:26]([C:27]#[CH:28])[NH2:29].[Cl:1][c:2]1[cH:3][c:4]([CH:9]2[CH2:10][N:11]([CH:13]([c:14]3[cH:15][cH:16][cH:17][cH:18][cH:19]3)[c:20]3[cH:21][cH:22][cH:23][cH:24][cH:25]3)[CH2:12]2)[cH:5][cH:6][c:7]1[Cl:8]>>[Cl:1][c:2]1[cH:3][c:4]([CH:9]2[CH2:10][N:11]([C:13]([NH:29][CH2:26][C:27]#[CH:28])=[O:45])[CH2:12]2)[cH:5][cH:6][c:7]1[Cl:8]. Reactants: NC1=C(C=C(C=C1)F)O (2-amino-5-fluorophenol), 13.4, C([O-])([O-])=O.[K+].[K+] (potassium carbonate), C(=O)(Cl)Cl (phosgene). The solvent is C(Cl)Cl (CH2Cl2), C1(=CC=CC=C1)C (toluene). Yields the product FC1=CC2=C(NC(O2)=O)C=C1 (6-fluoro-1,3-benzoxazolin-2(3H)-one). Isolated yield 96.0%. RXN SMILES: [NH2:1][C:2]1[CH:7]=[CH:6][C:5]([F:8])=[CH:4][C:3]=1[OH:9].[C:10](=O)([O-])[O-:11].[K+].[K+].C(Cl)(Cl)=O>C(Cl)Cl.C1(C)C=CC=CC=1>[F:8][C:5]1[CH:6]=[CH:7][C:2]2[NH:1][C:10](=[O:11])[O:9][C:3]=2[CH:4]=1 |f:1.2.3|. Procedure details: To 5.0 g (39.3 mmol) 2-amino-5-fluorophenol in 150 ml of CH2Cl2 at 0° C. was added 13.4 (98 mmol) of potassium carbonate and 23 g (47 mmol) of 20 wt. % phosgene in toluene. After warming to room temperature, the reaction was stirred an additional hour before quenching onto 200 ml ice/water. The layers were separated and the aqueous phase was extracted with EtOAc (1×100 ml) before the organics were combined and dried over Na2SO4. The solvent was removed in vacuo to give 5.76 g (96% yield) of the ... The reactants are CNCCC(C1=CC=CC=C1)O (N-methyl-3-hydroxy-3-phenylpropylamine), Cl (HCl). Yields the product CNCCC(C1=CC=CC=C1)OC1=CC(=CC=C1)C (N-methyl-3-(3-methylphenoxy)-3-phenylpropylamine). RXN SMILES: [CH3:1][NH:2][CH2:3][CH2:4][CH:5]([OH:12])[C:6]1[CH:11]=[CH:10][CH:9]=[CH:8][CH:7]=1.Cl>>[CH3:1][NH:2][CH2:3][CH2:4][CH:5]([O:12][C:8]1[CH:9]=[CH:10][CH:11]=[C:6]([CH3:5])[CH:7]=1)[C:6]1[CH:7]=[CH:8][CH:9]=[CH:10][CH:11]=1. Procedure details: Under stirring, while maintaining the temperature between about 15° and about 25° C. with an ice-water bath, 8.55 g of 36% aqueous hydrogen chloride are dropped on the filtered organic phase, resulting in the crystallization and suspension of the 3-ATM Hydrochloride (mw 291.82). The suspension is stirred at about 20° C. for 1 hour, the solid is collected by filtration, washed twice with 35 ml of n-butyl acetate, and dried for 18 hours under vacuum at about 50° to about 60° C., yielding about 19.... The reactants are O=C([O-])[O-], COCCOC, CCOC(C)=O, OB(O)c1cc(F)ncc1Cl, CC1(CNc2nc(OS(=O)(=O)C(F)(F)F)ccc2F)CCOCC1, [Na+], [Na+], [Na+], O=C([O-])O. Product: CC1(CNc2nc(-c3cc(F)ncc3Cl)ccc2F)CCOCC1. Reaction SMILES: [C:36](=[O:37])([O-:38])[O-:39].[CH3:42][O:43][CH2:44][CH2:45][O:46][CH3:47].[CH3:48][CH2:49][O:50][C:51]([CH3:52])=[O:53].[Cl:25][c:26]1[c:27]([B:33]([OH:34])[OH:35])[cH:28][c:29]([F:32])[n:30][cH:31]1.[F:1][C:2]([F:3])([F:4])[S:5]([O:6][c:7]1[n:8][c:9]([NH:14][CH2:15][C:16]2([CH3:22])[CH2:17][CH2:18][O:19][CH2:20][CH2:21]2)[c:10]([F:13])[cH:11][cH:12]1)(=[O:23])=[O:24].[Na+:40].[Na+:41].[Na+:58].[O-:54][C:55]([OH:56])=[O:57]>>[c:7]1(-[c:27]2[c:26]([Cl:25])[cH:31][n:30][c:29]([F:32])[cH:28]2)[n:8][c:9]([NH:14][CH2:15][C:16]2([CH3:22])[CH2:17][CH2:18][O:19][CH2:20][CH2:21]2)[c:10]([F:13])[cH:11][cH:12]1.